From a dataset of the Open Reaction Database (ORD), a public repository of structured organic reaction records. describe an organic reaction: reactants, conditions, products, and yield The reactants are C(C)OC([C@@H](N=C(C1=CC=CC=C1)C1=CC=CC=C1)CC1=CC=C(C=C1)C1=CC=NO1)=O (N-diphenylmethylene-3-[4-(5-isoxazolyl)-phenyl]-alanine ethyl ester), O.C1(=CC=C(C=C1)S(=O)(=O)O)C (p-toluenesulfonic acid monohydrate). Solvent: C(C)#N (acetonitrile), O (water). The product is C(C)OC([C@@H](N)CC1=CC=C(C=C1)C1=CC=NO1)=O (3-[4-(5-isoxazolyl)-phenyl]-alanine ethyl ester). RXN SMILES: [CH2:1]([O:3][C:4](=[O:32])[C@H:5]([CH2:20][C:21]1[CH:26]=[CH:25][C:24]([C:27]2[O:31][N:30]=[CH:29][CH:28]=2)=[CH:23][CH:22]=1)[N:6]=C(C1C=CC=CC=1)C1C=CC=CC=1)[CH3:2].O.C1(C)C=CC(S(O)(=O)=O)=CC=1>C(#N)C.O>[CH2:1]([O:3][C:4](=[O:32])[C@H:5]([CH2:20][C:21]1[CH:26]=[CH:25][C:24]([C:27]2[O:31][N:30]=[CH:29][CH:28]=2)=[CH:23][CH:22]=1)[NH2:6])[CH3:2] |f:1.2|. Procedure: Crude N-diphenylmethylene-3-[4-(5-isoxazolyl)-phenyl]-alanine ethyl ester (280 mg) was treated with p-toluenesulfonic acid monohydrate (100 mg) in acetonitrile (35 ml) and water (3,5 ml) at ambient temperature for 3.5 hours. After concentration the residue is extracted with ether and 1N sodium hydroxide, washed with brine, dried concentrated to give crude 3-[4-(5-isoxazolyl)-phenyl]-alanine ethyl ester, which is used for the next step without further purification. Starting materials: CC(=O)OC1NC(=O)C1C(CO[SiH](C)C)C(C)(C)C, O=C([O-])O, C=CCOC(=O)N1CC(OC)CC1C=C(C)C(C)=O, CCN1CCCCC1, CCOC(C)=O, ClCCl, C[Si](C)(C)OS(=O)(=O)C(F)(F)F, [Na+], O. Yields the product C=CCOC(=O)N1CC(OC)CC1C=C(C)C(=O)CC1NC(=O)C1C(CO[SiH](C)C)C(C)(C)C. As a reaction SMILES: [C:1]([O:2][CH:5]1[CH:6]([CH:10]([CH2:11][O:12][SiH:13]([CH3:14])[CH3:15])[C:16]([CH3:17])([CH3:18])[CH3:19])[C:7](=[O:9])[NH:8]1)(=[O:3])[CH3:4].[C:59](=[O:60])([O-:61])[OH:62].[CH2:40]([CH:41]=[CH2:42])[O:43][C:44](=[O:45])[N:46]1[CH:47]([CH:53]=[C:54]([C:55]([CH3:56])=[O:57])[CH3:58])[CH2:48][CH:49]([O:51][CH3:52])[CH2:50]1.[CH3:20][CH2:21][N:22]1[CH2:23][CH2:24][CH2:25][CH2:26][CH2:27]1.[CH3:68][CH2:69][O:70][C:71](=[O:72])[CH3:73].[Cl:64][CH2:65][Cl:66].[F:28][C:29]([F:30])([F:31])[S:32]([O:33][Si:34]([CH3:35])([CH3:36])[CH3:37])(=[O:38])=[O:39].[Na+:63].[OH2:67]>>[CH:5]1([CH2:56][C:55]([C:54](=[CH:53][CH:47]2[N:46]([C:44]([O:43][CH2:40][CH:41]=[CH2:42])=[O:45])[CH2:50][CH:49]([O:51][CH3:52])[CH2:48]2)[CH3:58])=[O:57])[CH:6]([CH:10]([CH2:11][O:12][SiH:13]([CH3:14])[CH3:15])[C:16]([CH3:17])([CH3:18])[CH3:19])[C:7](=[O:9])[NH:8]1.